This data is from the Open Reaction Database (ORD), a public repository of structured organic reaction records. The task is: describe an organic reaction: reactants, conditions, products, and yield Starting materials: ClCCCBr, O=C([O-])[O-], CCC(C)=O, [K+], [K+], O=[N+]([O-])c1ccc(O)cc1. Yields the product O=[N+]([O-])c1ccc(OCCCCl)cc1. As a reaction SMILES: [Br:17][CH2:18][CH2:19][CH2:20][Cl:21].[C:11](=[O:12])([O-:13])[O-:14].[CH2:22]([C:23]([CH3:24])=[O:25])[CH3:26].[K+:15].[K+:16].[OH:1][c:2]1[cH:3][cH:4][c:5]([N+:8]([O-:9])=[O:10])[cH:6][cH:7]1>>[O:1]([c:2]1[cH:3][cH:4][c:5]([N+:8]([O-:9])=[O:10])[cH:6][cH:7]1)[CH2:18][CH2:19][CH2:20][Cl:21]. Reactants: ClC=1C=C(C#N)C=C(C1)OC=1C(NC=C(C1Cl)Cl)=O (3-chloro-5-[(4,5-dichloro-2-oxo-1,2-dihydropyridin-3-yl)oxy]benzonitrile), BrCC1=NN(C2=NC=CC=C21)C(=O)OC(C)(C)C (tert-butyl 3-(bromomethyl)-1H-pyrazolo[3,4-b]pyridine-1-carboxylate), C([O-])([O-])=O.[K+].[K+] (potassium carbonate). Run in CN(C)C=O (DMF), C(C)#N (ACN). Reaction conditions: temperature 55 celsius, time 15 minute. The product is ClC=1C=C(C#N)C=C(C1)OC=1C(N(C=C(C1Cl)Cl)CC1=NNC2=NC=CC=C21)=O (3-chloro-5-{[4,5-dichloro-2-oxo-1-(1H-pyrazolo[3,4-b]pyridin-3-ylmethyl)-1,2-dihydropyridin-3-yl]oxy}benzonitrile). RXN SMILES: [Cl:1][C:2]1[CH:3]=[C:4]([CH:7]=[C:8]([O:10][C:11]2[C:12](=[O:19])[NH:13][CH:14]=[C:15]([Cl:18])[C:16]=2[Cl:17])[CH:9]=1)[C:5]#[N:6].Br[CH2:21][C:22]1[C:30]2[C:25](=[N:26][CH:27]=[CH:28][CH:29]=2)[N:24](C(OC(C)(C)C)=O)[N:23]=1.C(=O)([O-])[O-].[K+].[K+]>CN(C=O)C.C(#N)C>[Cl:1][C:2]1[CH:3]=[C:4]([CH:7]=[C:8]([O:10][C:11]2[C:12](=[O:19])[N:13]([CH2:21][C:22]3[C:30]4[C:25](=[N:26][CH:27]=[CH:28][CH:29]=4)[NH:24][N:23]=3)[CH:14]=[C:15]([Cl:18])[C:16]=2[Cl:17])[CH:9]=1)[C:5]#[N:6] |f:2.3.4|. Procedure details: To a solution of 3-chloro-5-[(4,5-dichloro-2-oxo-1,2-dihydropyridin-3-yl)oxy]benzonitrile (49 mg, 0.155 mmol) in DMF (1 mL) was added tert-butyl 3-(bromomethyl)-1H-pyrazolo[3,4-b]pyridine-1-carboxylate (48.5 mg, 0.155 mmol) and potassium carbonate (21.46 mg, 0.155 mmol) and the mixture heated at 55° C. for 30 minutes. After this time, the reaction mixture was allowed to cool to room temperature and the mixture was filtered through a Gelma Acrodisc. The filtrate was purified on Gilson LC using a ...